From a dataset of the Open Reaction Database (ORD), a public repository of structured organic reaction records. describe an organic reaction: reactants, conditions, products, and yield The reactants are O (Water), C(C)(C)I (isopropyl iodide), C([O-])([O-])=O.[K+].[K+] (potassium carbonate), N1CCCC2=CC=CC=C12 (1,2,3,4-tetrahydroquinoline). Solvent: CN(C=O)C (N,N-dimethylformamide). Run at temperature 60 celsius. Yields the product CC(C)N1CCCC2=CC=CC=C12 (1-(1-methylethyl)-1,2,3,4-tetrahydroquinoline). The yield is 74741.8%. As a reaction SMILES: [NH:1]1[C:10]2[C:5](=[CH:6][CH:7]=[CH:8][CH:9]=2)[CH2:4][CH2:3][CH2:2]1.[CH:11](I)([CH3:13])[CH3:12].C(=O)([O-])[O-].[K+].[K+].O>CN(C)C=O>[CH3:12][CH:11]([N:1]1[C:10]2[C:5](=[CH:6][CH:7]=[CH:8][CH:9]=2)[CH2:4][CH2:3][CH2:2]1)[CH3:13] |f:2.3.4|. Procedure details: 13.8 g (0.1 mmol) of 1,2,3,4-tetrahydroquinoline was dissolved in 60 ml of N,N-dimethylformamide, followed by the addition of 21.1 g (0.124 mmol) of isopropyl iodide and 20.6 g (0.208 mol) of potassium carbonate. The obtained mixture was stirred under heating at 60° C. for 5 hours. Water was added to the resulting reaction mixture, followed by the extraction with ethyl acetate. The organic phase was washed with a saturated aqueous solution of common salt, dried over anhydrous magnesium sulfate, ... Starting materials: S1CCC(CC1)C=O (tetrahydro-thiopyran-4-carbaldehyde), [Si](C)(C)(C)OS(=O)(=O)C(F)(F)F (TMSOTf), [SiH](CC)(CC)CC (Et3SiH), COC(=O)C=1C=C(C=C2C=CNC12)Br (5-Bromo-1H-indole-7-carboxylic acid methyl ester). Run in C(Cl)Cl (DCM). Run at time 2 hour. Yields the product BrC=1C=C2C(=CNC2=C(C1)C(=O)OC)CC1CCSCC1 (Methyl 5-bromo-3-(tetrahydro-2H-thiopyran-4-ylmethyl)-1H-indole-7-carboxylate). The yield is 44.2%. RXN SMILES: [S:1]1[CH2:6][CH2:5][CH:4]([CH:7]=O)[CH2:3][CH2:2]1.[Si](OS(C(F)(F)F)(=O)=O)(C)(C)C.[CH3:21][O:22][C:23]([C:25]1[CH:26]=[C:27]([Br:34])[CH:28]=[C:29]2[C:33]=1[NH:32][CH:31]=[CH:30]2)=[O:24].[SiH](CC)(CC)CC>C(Cl)Cl>[Br:34][C:27]1[CH:28]=[C:29]2[C:33](=[C:25]([C:23]([O:22][CH3:21])=[O:24])[CH:26]=1)[NH:32][CH:31]=[C:30]2[CH2:7][CH:4]1[CH2:3][CH2:2][S:1][CH2:6][CH2:5]1. Procedure details: To a solution of tetrahydro-thiopyran-4-carbaldehyde (1.3 g, 9.84 mmol) in DCM (20 mL) was added TMSOTf (3.5 mL, 19.7 mmol) at 0° C. To this mixture 5-Bromo-1H-indole-7-carboxylic acid methyl ester (2.5 g, 9.84 mmol) was added. After 2 hours, Et3SiH (6.2 mL, 39.4 mmol) was added at 0° C., and stirring continued for 18 hours. The reaction mixture was quenched with sodium bicarbone solution and extracted with DCM. The combined organic layers were dried (MgSO4), concentrated, and purified by column... The reactants are O=C([O-])Cc1ccccc1Nc1c(Cl)cccc1Cl, Cl, CCN(Cc1cc(C(=O)NCCCCCCCl)cc(Br)c1N)C1CCCCC1, [Na+]. Product: CCN(Cc1cc(C(=O)NCCCCCCOC(=O)Cc2ccccc2Nc2c(Cl)cccc2Cl)cc(Br)c1N)C1CCCCC1. As a reaction SMILES: [Cl:29][c:30]1[c:31]([NH:37][c:38]2[c:39]([CH2:44][C:45](=[O:46])[O-:47])[cH:40][cH:41][cH:42][cH:43]2)[c:32]([Cl:36])[cH:33][cH:34][cH:35]1.[ClH:49].[NH2:1][c:2]1[c:3]([Br:28])[cH:4][c:5]([C:6](=[O:7])[NH:8][CH2:9][CH2:10][CH2:11][CH2:12][CH2:13][CH2:14][Cl:15])[cH:16][c:17]1[CH2:18][N:19]([CH2:20][CH3:21])[CH:22]1[CH2:23][CH2:24][CH2:25][CH2:26][CH2:27]1.[Na+:48]>>[NH2:1][c:2]1[c:3]([Br:28])[cH:4][c:5]([C:6](=[O:7])[NH:8][CH2:9][CH2:10][CH2:11][CH2:12][CH2:13][CH2:14][O:47][C:45]([CH2:44][c:39]2[c:38]([NH:37][c:31]3[c:30]([Cl:29])[cH:35][cH:34][cH:33][c:32]3[Cl:36])[cH:43][cH:42][cH:41][cH:40]2)=[O:46])[cH:16][c:17]1[CH2:18][N:19]([CH2:20][CH3:21])[CH:22]1[CH2:23][CH2:24][CH2:25][CH2:26][CH2:27]1. The reactants are C(C)(C)(C)OC(COC1=C2C(=C(N(C2=CC=C1)CC1=C(C=CC=C1)Br)CC)NC(=O)N)=O ([[2-Ethyl-1-(2-bromo-phenylmethyl)-3-ureido-1H-indol-4-yl]oxy]acetic acid tert-butyl ester), FC(C(=O)O)(F)F (trifluoroacetic acid). Run in ClCCl (dichloromethane). Conditions: time 4 hour. Yields the product C(C)C=1N(C2=CC=CC(=C2C1NC(=O)N)OCC(=O)O)CC1=C(C=CC=C1)Br ([[2-ethyl-1-(2-bromo-phenylmethyl)-3-ureido-1H-indol-4-yl]oxy]acetic acid). Reaction SMILES: C([O:5][C:6](=[O:32])[CH2:7][O:8][C:9]1[CH:17]=[CH:16][CH:15]=[C:14]2[C:10]=1[C:11]([NH:28][C:29]([NH2:31])=[O:30])=[C:12]([CH2:26][CH3:27])[N:13]2[CH2:18][C:19]1[CH:24]=[CH:23][CH:22]=[CH:21][C:20]=1[Br:25])(C)(C)C.FC(F)(F)C(O)=O>ClCCl>[CH2:26]([C:12]1[N:13]([CH2:18][C:19]2[CH:24]=[CH:23][CH:22]=[CH:21][C:20]=2[Br:25])[C:14]2[C:10]([C:11]=1[NH:28][C:29]([NH2:31])=[O:30])=[C:9]([O:8][CH2:7][C:6]([OH:32])=[O:5])[CH:17]=[CH:16][CH:15]=2)[CH3:27]. Procedure: [[2-Ethyl-1-(2-bromo-phenylmethyl)-3-ureido-1H-indol-4-yl]oxy]acetic acid tert-butyl ester (0.7 g) was dissolved in 5 mL of dichloromethane and 1 mL of trifluoroacetic acid was added. After stirring for 4 hours the reaction mixture was concentrated to dryness, the residue dissolved in ethyl acetate and extracted with 1 N sodium hydroxide. This solution was acidified and extracted with ethyl acetate, the solvent removed by flash evaporation, and the residue slurried in 1 N hydrochloric acid. The ... The reactants are C(C)(=O)N(C(C)=O)C=1C2=C(OC1C(C1=C(C=C(C=C1)Cl)Cl)=O)C=C1CCCCC1=C2 (N-acetyl-N-[2-(2,4-dichlorobenzoyl)-5,6,7,8-tetrahydronaphtho[2,3-b]furan-3-yl]-acetamide), [OH-].[Na+] (sodium hydroxide), C(C)(=O)OCC.CCCCCC (ethyl acetate hexane). The solvent is C(C)(=O)OCC (ethyl acetate), C1CCOC1 (THF). Conditions: temperature 100 celsius, time 1 hour. Product: ClC1=C(C(=O)C2=C(C3=C(O2)C=C2CCCCC2=C3)NC(C)=O)C=CC(=C1)Cl (N-[2-(2,4-dichlorobenzoyl)-5,6,7,8-tetrahydronaphtho[2,3-b]furan-3-yl]-acetamide). Reaction SMILES: [C:1]([N:4]([C:8]1[C:9]2[CH:30]=[C:29]3[C:24]([CH2:25][CH2:26][CH2:27][CH2:28]3)=[CH:23][C:10]=2[O:11][C:12]=1[C:13](=[O:22])[C:14]1[CH:19]=[CH:18][C:17]([Cl:20])=[CH:16][C:15]=1[Cl:21])C(=O)C)(=[O:3])[CH3:2].[OH-].[Na+].C(OCC)(=O)C.CCCCCC>C1COCC1.C(OCC)(=O)C>[Cl:21][C:15]1[CH:16]=[C:17]([Cl:20])[CH:18]=[CH:19][C:14]=1[C:13]([C:12]1[O:11][C:10]2[CH:23]=[C:24]3[C:29](=[CH:30][C:9]=2[C:8]=1[NH:4][C:1](=[O:3])[CH3:2])[CH2:28][CH2:27][CH2:26][CH2:25]3)=[O:22] |f:1.2,3.4|. Reported procedure: To a solution of N-acetyl-N-[2-(2,4-dichlorobenzoyl)-5,6,7,8-tetrahydronaphtho[2,3-b]furan-3-yl]-acetamide (40 mg, 0.09 mmol) in anhydrous THF (1.8 mL) was added 2N sodium hydroxide solution (1.8 mL), and the reaction mixture was stirred at 100° C. for 1 h. The reaction was diluted with ethyl acetate, washed with saturated aqueous ammonium chloride solution, water, and brine. The organic layer was then dried over sodium sulfate, filtered, and evaporated under reduced pressure. The crude product ... Isolated yield 72.7%. As a reaction SMILES: [OH-].[Li+].[NH:3]1[C:11]2[C:6](=[CH:7][CH:8]=[CH:9][CH:10]=2)[CH:5]=[C:4]1[CH2:12][C:13]([O:15]C)=[O:14].CO>O.C1COCC1>[NH:3]1[C:11]2[C:6](=[CH:7][CH:8]=[CH:9][CH:10]=2)[CH:5]=[C:4]1[CH2:12][C:13]([OH:15])=[O:14] |f:0.1|. Starting materials: CO (methanol), [OH-].[Li+] (lithium hydroxide), N1C(=CC2=CC=CC=C12)CC(=O)OC (methyl indole-2-acetate). Solvent: C1CCOC1 (THF), O (water). Product: N1C(=CC2=CC=CC=C12)CC(=O)O (indole-2-acetic acid). Procedure details: A solution of lithium hydroxide (346 mg, 8.25 mmol) in water (2 ml) was added to methyl indole-2-acetate (520 mg, 2.75 mmol) (prepared using the method of Capuano et al, Chem. Ber., 1986, 119, 2069) in THF (2 ml) and methanol (6 ml) and the mixture stirred for 1 h. The mixture was concentrated in vacuo, diluted with water (20 ml) and extracted with diethyl ether (2×10 ml). The aqueous layer was carefully acidified to pH 2 with 1M HCl and extracted into dichloromethane (3×20 ml). The extracts wer...